From a dataset of the Open Reaction Database (ORD), a public repository of structured organic reaction records. describe an organic reaction: reactants, conditions, products, and yield The reactants are CC(=O)OC(C)CCCCCl, CS(C)=O, [Cl-], [H-], [H][H], Cn1c(N)cc(=O)[nH]c1=O, [Na+], [Na+]. RXN SMILES: [C:15]([CH3:16])(=[O:17])[O:18][CH:19]([CH2:20][CH2:21][CH2:22][CH2:23][Cl:24])[CH3:25].[CH3:28][S:29]([CH3:30])=[O:31].[Cl-:27].[H-:1].[H:13][H:14].[NH2:3][c:4]1[cH:5][c:6](=[O:12])[nH:7][c:8](=[O:11])[n:9]1[CH3:10].[Na+:26].[Na+:2]>>[NH2:3][c:4]1[cH:5][c:6](=[O:12])[n:7]([CH2:23][CH2:22][CH2:21][CH2:20][CH:19]([O:18][C:15]([CH3:16])=[O:17])[CH3:25])[c:8](=[O:11])[n:9]1[CH3:10]. Product: CC(=O)OC(C)CCCCn1c(=O)cc(N)n(C)c1=O. Starting materials: COC1=CC=C(C=C1)C=1N=NC(=CC1C1=CC=C(C=C1)OC)Cl (3,4-bis(4-methoxyphenyl)-6-chloropyridazine), COC1=CC=C(C=C1)O (4-methoxyphenol). Product: COC1=CC=C(C=C1)C=1N=NC(=CC1C1=CC=C(C=C1)OC)OC1=CC=C(C=C1)OC (3,4-bis(4-methoxyphenyl)-6-(4-methoxyphenoxy)pyridazine), prisms. The yield is 94.7%. RXN SMILES: [CH3:1][O:2][C:3]1[CH:8]=[CH:7][C:6]([C:9]2[N:10]=[N:11][C:12](Cl)=[CH:13][C:14]=2[C:15]2[CH:20]=[CH:19][C:18]([O:21][CH3:22])=[CH:17][CH:16]=2)=[CH:5][CH:4]=1.[CH3:24][O:25][C:26]1[CH:31]=[CH:30][C:29]([OH:32])=[CH:28][CH:27]=1>>[CH3:1][O:2][C:3]1[CH:8]=[CH:7][C:6]([C:9]2[N:10]=[N:11][C:12]([O:32][C:29]3[CH:30]=[CH:31][C:26]([O:25][CH3:24])=[CH:27][CH:28]=3)=[CH:13][C:14]=2[C:15]2[CH:20]=[CH:19][C:18]([O:21][CH3:22])=[CH:17][CH:16]=2)=[CH:5][CH:4]=1. Reported procedure: In a similar manner as in Example 2, 3,4-bis(4-methoxyphenyl)-6-chloropyridazine (150 mg, 0.495 mmol) and 4-methoxyphenol were reacted as starting materials at 150° C. for 24 hours and post-treatment was then conducted, whereby the title compound was obtained as colorless prisms (180.1 mg, 94.7%). Melting point: 146.7-148.2° C. (ethyl acetate-diethyl ether-hexane). Reactants: COC(C[N+]#[C-])=O (Isocyano-acetic acid methyl ester), ClCC1=NC=CC=C1CCl (2,3-bis-chloromethyl-pyridine), CC(C)([O-])C.[K+] (Potassium tert-butoxide). Solvent: CN(C)C=O (DMF). Run at time 1 hour. The product is COC(=O)C1(CC=2C=CC=NC2C1)[N+]#[C-] (6-isocyano-6,7-dihydro-5H-[1]pyrindine-6-carboxylic acid methyl ester). RXN SMILES: [CH3:1][O:2][C:3](=[O:7])[CH2:4][N+:5]#[C-:6].Cl[CH2:9][C:10]1[C:15]([CH2:16]Cl)=[CH:14][CH:13]=[CH:12][N:11]=1.CC(C)([O-])C.[K+]>CN(C=O)C>[CH3:1][O:2][C:3]([C:4]1([N+:5]#[C-:6])[CH2:9][C:10]2[N:11]=[CH:12][CH:13]=[CH:14][C:15]=2[CH2:16]1)=[O:7] |f:2.3|. Procedure details: Isocyano-acetic acid methyl ester (112 mg, 1.13 mmol) and 2,3-bis-chloromethyl-pyridine (200 mg, 1.14 mmol) were dissolved in DMF. Potassium tert-butoxide (0.255 g, 2.27 mmol) was added and the reaction mixture was stirred for 1 h at room temperature. The mixture was partitioned between EA and a saturated aqueous sodium hydrogencarbonate solution, the aqueous phase extracted with EA, and the organic extracts were dried over sodium sulfate, filtered and evaporated to dryness. The residue was puri... Starting materials: C(C)(C)OC(=O)N1CCC(CC1)OC1=C2C(=NC=N1)N(N=C2)C2=C(C=C(C=C2)I)F (4-[1-(2-fluoro-4-iodo-phenyl)-1H-pyrazolo[3,4-d]pyrimidin-4-yloxy]-piperidine-1-carboxylic acid isopropyl ester), C(C)(C)N (isopropylamine), N1[C@H](C(=O)O)CCC1 (L-proline), C([O-])([O-])=O.[K+].[K+] (potassium carbonate). Reagents/catalysts: [Cu](I)I (copper iodide). The solvent is CS(=O)C (DMSO). Conditions: temperature 100 celsius. Product: C(C)(C)OC(=O)N1CCC(CC1)OC1=C2C(=NC=N1)N(N=C2)C2=C(C=C(C=C2)NC(C)C)F (4-[1-(2-Fluoro-4-isopropylamino-phenyl)-1H-pyrazolo[3,4-d]pyrimidin-4-yloxy]-piperidine-1-carboxylic acid isopropyl ester). Yield: 35.0%. Reaction SMILES: [CH:1]([O:4][C:5]([N:7]1[CH2:12][CH2:11][CH:10]([O:13][C:14]2[N:19]=[CH:18][N:17]=[C:16]3[N:20]([C:23]4[CH:28]=[CH:27][C:26](I)=[CH:25][C:24]=4[F:30])[N:21]=[CH:22][C:15]=23)[CH2:9][CH2:8]1)=[O:6])([CH3:3])[CH3:2].[CH:31]([NH2:34])([CH3:33])[CH3:32].N1CCC[C@H]1C(O)=O.C(=O)([O-])[O-].[K+].[K+]>CS(C)=O.[Cu](I)I>[CH:1]([O:4][C:5]([N:7]1[CH2:12][CH2:11][CH:10]([O:13][C:14]2[N:19]=[CH:18][N:17]=[C:16]3[N:20]([C:23]4[CH:28]=[CH:27][C:26]([NH:34][CH:31]([CH3:33])[CH3:32])=[CH:25][C:24]=4[F:30])[N:21]=[CH:22][C:15]=23)[CH2:9][CH2:8]1)=[O:6])([CH3:3])[CH3:2] |f:3.4.5|. Procedure details: A mixture of 4-[1-(2-fluoro-4-iodo-phenyl)-1H-pyrazolo[3,4-d]pyrimidin-4-yloxy]-piperidine-1-carboxylic acid isopropyl ester (263 mg, 0.50 mmol), isopropylamine (450 μL, 5.0 mmol), L-proline (86 mg, 0.75 mmol), copper iodide (95 mg, 0.50 mmol) and potassium carbonate (207 mg, 1.50 mmol) in DMSO (4.0 mL) was heated under microwave irradiation for 50 min at 100° C. The crude mixture was concentrated in vacuo and purified by HPLC to provide Compound A230 as a white solid (80 mg, 35%). 1H NMR (CDCl3... Starting materials: CCOC(=O)c1cc(CC#N)c[nH]1, CO, [H][H], N. The product is CCOC(=O)c1cc(CCN)c[nH]1. Reaction SMILES: [C:1](#[N:2])[CH2:3][c:4]1[cH:5][c:6]([C:9](=[O:10])[O:11][CH2:12][CH3:13])[nH:7][cH:8]1.[CH3:17][OH:18].[H:15][H:16].[NH3:14]>>[CH2:1]([NH2:2])[CH2:3][c:4]1[cH:5][c:6]([C:9](=[O:10])[O:11][CH2:12][CH3:13])[nH:7][cH:8]1. Reactants: ClC(Cl)(Cl)Cl, ClCCl, Cl, [K+], Nc1ccc(C(F)(F)F)c(Cl)n1, [OH-], O, O=S(=O)(O)O. Product: Nc1nc(Cl)c(C(F)(F)F)cc1Cl. As a reaction SMILES: [C:25]([Cl:26])([Cl:27])([Cl:28])[Cl:29].[CH2:21]([Cl:22])[Cl:23].[Cl:18].[K+:20].[NH2:1][c:2]1[n:3][c:4]([Cl:12])[c:5]([C:8]([F:9])([F:10])[F:11])[cH:6][cH:7]1.[OH-:19].[OH2:24].[S:13](=[O:14])(=[O:15])([OH:16])[OH:17]>>[NH2:1][c:2]1[n:3][c:4]([Cl:12])[c:5]([C:8]([F:9])([F:10])[F:11])[cH:6][c:7]1[Cl:22].